Dataset: the Open Reaction Database (ORD), a public repository of structured organic reaction records. Task: describe an organic reaction: reactants, conditions, products, and yield Starting materials: CN1N=CC(=C1)CN ((1-Methylpyrazol-4-yl)methanamine), NC1=CC=C(C=C1)B1OC(C)(C)C(C)(C)O1 ((4-Aminophenyl)boronic acid pinacol ester), C1(=CC=CC=C1)OC(=O)Cl (phenylchloroformate), C([O-])(O)=O.[Na+] (sodium bicarbonate). Solvent: C1CCOC1 (THF). Conditions: time 1 hour. Product: CN1N=CC(=C1)CNC(NC1=CC=C(C=C1)B1OC(C(O1)(C)C)(C)C)=O (3-[(1-Methylpyrazol-4-yl)methyl]-1-[4-(4,4,5,5-tetramethyl-1,3,2-dioxaborolan-2-yl)phenyl]urea). Yield: 71.3%. As a reaction SMILES: [NH2:1][C:2]1[CH:7]=[CH:6][C:5]([B:8]2[O:16][C:13]([CH3:15])([CH3:14])[C:10]([CH3:12])([CH3:11])[O:9]2)=[CH:4][CH:3]=1.[C:17](=[O:20])(O)[O-].[Na+].C1(OC(Cl)=O)C=CC=CC=1.[CH3:32][N:33]1[CH:37]=[C:36]([CH2:38][NH2:39])[CH:35]=[N:34]1>C1COCC1>[CH3:32][N:33]1[CH:37]=[C:36]([CH2:38][NH:39][C:17](=[O:20])[NH:1][C:2]2[CH:7]=[CH:6][C:5]([B:8]3[O:16][C:13]([CH3:15])([CH3:14])[C:10]([CH3:11])([CH3:12])[O:9]3)=[CH:4][CH:3]=2)[CH:35]=[N:34]1 |f:1.2|. Reported procedure: (4-Aminophenyl)boronic acid pinacol ester (200 mg) was dissolved in dry THF (5 mL) and sodium bicarbonate (116 mg) added followed by the dropwise addition of phenylchloroformate (0.115 mL). The mixture was stirred at RT for 1 hour. (1-Methylpyrazol-4-yl)methanamine (102 mg) was added and the reaction left to stir at RT for 2 h before being heated to 40° C. for 16 h. The mixture was concentrated in vacuo and the residue partitioned between DCM (25 mL) and water (25 mL). The organics were dried ov... Reaction conditions: time 1 hour. The solvent is CN(C=O)C (N,N-dimethylformamide). Yield: 76.1%. Procedure: To a mixture of 32 mg of Sodium hydride and N,N-dimethylformamide, 0.35 g of 4-{2-chloro-4-fluoro-5-[3-methyl-2,6-dioxo-4-(trifluoromethyl)-1,2,3,6-tetrahydropyrimidin-1-yl]phenoxy}-5-hydroxypyrimidine was added and stirred at room temperature for 1 hour. Then 0.135 g of methyl2-bromopropionate was added to the mixture, and stirred for 2 hours at room temperature, then for 1 hour at 50° C. The mixture was poured into saturated ammonium chloride solution, and extracted with ethyl acetate. The org... Product: ClC1=C(OC2=NC=NC=C2OC(C)C(=O)OC)C=C(C(=C1)F)N1C(N(C(=CC1=O)C(F)(F)F)C)=O (4-{2-chloro-4-fluoro-5-[3-methyl-2,6-dioxo-4-(trifluoromethyl)-1,2,3,6-tetrahydropyrimidin-1-yl]phenoxy}-5-{1-(methoxycarbonyl)ethoxy}pyrimidine). As a reaction SMILES: [H-].[Na+].[Cl:3][C:4]1[CH:17]=[C:16]([F:18])[C:15]([N:19]2[C:24](=[O:25])[CH:23]=[C:22]([C:26]([F:29])([F:28])[F:27])[N:21]([CH3:30])[C:20]2=[O:31])=[CH:14][C:5]=1[O:6][C:7]1[C:12]([OH:13])=[CH:11][N:10]=[CH:9][N:8]=1.[CH3:32][O:33][C:34](=[O:38])[CH:35](Br)[CH3:36].[Cl-].[NH4+]>CN(C)C=O>[Cl:3][C:4]1[CH:17]=[C:16]([F:18])[C:15]([N:19]2[C:24](=[O:25])[CH:23]=[C:22]([C:26]([F:27])([F:28])[F:29])[N:21]([CH3:30])[C:20]2=[O:31])=[CH:14][C:5]=1[O:6][C:7]1[C:12]([O:13][CH:35]([C:34]([O:33][CH3:32])=[O:38])[CH3:36])=[CH:11][N:10]=[CH:9][N:8]=1 |f:0.1,4.5|. Starting materials: [H-].[Na+] (Sodium hydride), ClC1=C(OC2=NC=NC=C2O)C=C(C(=C1)F)N1C(N(C(=CC1=O)C(F)(F)F)C)=O (4-{2-chloro-4-fluoro-5-[3-methyl-2,6-dioxo-4-(trifluoromethyl)-1,2,3,6-tetrahydropyrimidin-1-yl]phenoxy}-5-hydroxypyrimidine), [Cl-].[NH4+] (ammonium chloride), COC(C(C)Br)=O (methyl2-bromopropionate). The reactants are CC(=O)O, [BH3-]C#N, Nc1ncnn2c(C3CCNCC3)cc(-c3ccc4cn(Cc5ccccc5)nc4c3)c12, CCOC1(O[Si](C)(C)C)CC1, CO, [Na+]. RXN SMILES: [C:33]([OH:34])(=[O:35])[CH3:36].[C:48]([BH3-:49])#[N:50].[CH2:1]([c:2]1[cH:3][cH:4][cH:5][cH:6][cH:7]1)[n:8]1[n:9][c:10]2[cH:11][c:12](-[c:17]3[cH:18][c:19]([CH:27]4[CH2:28][CH2:29][NH:30][CH2:31][CH2:32]4)[n:20]4[n:21][cH:22][n:23][c:24]([NH2:26])[c:25]34)[cH:13][cH:14][c:15]2[cH:16]1.[CH2:37]([O:38][C:40]1([O:39][Si:43]([CH3:44])([CH3:45])[CH3:46])[CH2:41][CH2:42]1)[CH3:47].[CH3:52][OH:53].[Na+:51]>>[CH2:1]([c:2]1[cH:3][cH:4][cH:5][cH:6][cH:7]1)[n:8]1[n:9][c:10]2[cH:11][c:12](-[c:17]3[cH:18][c:19]([CH:27]4[CH2:28][CH2:29][N:30]([CH:40]5[CH2:41][CH2:42]5)[CH2:31][CH2:32]4)[n:20]4[n:21][cH:22][n:23][c:24]([NH2:26])[c:25]34)[cH:13][cH:14][c:15]2[cH:16]1. Product: Nc1ncnn2c(C3CCN(C4CC4)CC3)cc(-c3ccc4cn(Cc5ccccc5)nc4c3)c12. The reactants are O=C(Cc1cc(Br)cn(CC(F)(F)F)c1=O)N1CCC(n2c(=O)[nH]c3ncccc32)CC1, COCCOC, [K+], [K+], [K+], O, O=P([O-])([O-])[O-], OB(O)c1ccccc1. Yields the product O=C(Cc1cc(-c2ccccc2)cn(CC(F)(F)F)c1=O)N1CCC(n2c(=O)[nH]c3ncccc32)CC1. Reaction SMILES: [Br:1][c:2]1[cH:3][c:4]([CH2:14][C:15](=[O:16])[N:17]2[CH2:18][CH2:19][CH:20]([n:23]3[c:24](=[O:32])[nH:25][c:26]4[n:27][cH:28][cH:29][cH:30][c:31]34)[CH2:21][CH2:22]2)[c:5](=[O:13])[n:6]([CH2:8][C:9]([F:10])([F:11])[F:12])[cH:7]1.[CH3:51][O:52][CH2:53][CH2:54][O:55][CH3:56].[K+:47].[K+:48].[K+:49].[OH2:50].[P:42]([O-:43])([O-:44])([O-:45])=[O:46].[c:33]1([B:39]([OH:40])[OH:41])[cH:34][cH:35][cH:36][cH:37][cH:38]1>>[c:2]1(-[c:33]2[cH:34][cH:35][cH:36][cH:37][cH:38]2)[cH:3][c:4]([CH2:14][C:15](=[O:16])[N:17]2[CH2:18][CH2:19][CH:20]([n:23]3[c:24](=[O:32])[nH:25][c:26]4[n:27][cH:28][cH:29][cH:30][c:31]34)[CH2:21][CH2:22]2)[c:5](=[O:13])[n:6]([CH2:8][C:9]([F:10])([F:11])[F:12])[cH:7]1. Starting materials: COCCO, CCOc1cc2ncc(C#N)c(Cl)c2cc1OCC, Nc1ccc2cc[nH]c2c1, [Na+], [Na+], O=C([O-])[O-], O. Product: CCOc1cc2ncc(C#N)c(Nc3ccc4cc[nH]c4c3)c2cc1OCC. As a reaction SMILES: [CH3:37][O:38][CH2:39][CH2:40][OH:41].[Cl:1][c:2]1[c:3]([C:18]#[N:19])[cH:4][n:5][c:6]2[cH:7][c:8]([O:15][CH2:16][CH3:17])[c:9]([O:12][CH2:13][CH3:14])[cH:10][c:11]12.[NH2:20][c:21]1[cH:22][cH:23][c:24]2[cH:25][cH:26][nH:27][c:28]2[cH:29]1.[Na+:30].[Na+:31].[O-:32][C:33](=[O:34])[O-:35].[OH2:36]>>[c:2]1([NH:20][c:21]2[cH:22][cH:23][c:24]3[cH:25][cH:26][nH:27][c:28]3[cH:29]2)[c:3]([C:18]#[N:19])[cH:4][n:5][c:6]2[cH:7][c:8]([O:15][CH2:16][CH3:17])[c:9]([O:12][CH2:13][CH3:14])[cH:10][c:11]12. Reactants: NCC1CNCC1 (3-aminomethyl-pyrrolidine), C(C(C)(C)C)=O (pivalaldehyde). Run in CO (methanol). Reaction conditions: time 1 hour. Yields the product CC(C=NCC1CNCC1)(C)C (3-[(2,2-Dimethylpropylideneamino)-methyl]-pyrrolidine). As a reaction SMILES: [NH2:1][CH2:2][CH:3]1[CH2:7][CH2:6][NH:5][CH2:4]1.[CH:8](=O)[C:9]([CH3:12])([CH3:11])[CH3:10]>CO>[CH3:8][C:9]([CH3:12])([CH3:11])[CH:10]=[N:1][CH2:2][CH:3]1[CH2:7][CH2:6][NH:5][CH2:4]1. Procedure details: 2.0 g (20 mmol) of 3-aminomethyl-pyrrolidine are initially introduced into 10 ml of methanol, and 1.8 g (22 mmol) of 97% strength pivalaldehyde are added dropwise at room temperature, after which the internal temperature rises to 30° C. The mixture is subsequently stirred for 1 hour and then concentrated, and the residue is distilled through a Vigreux column. Reactants: CCC(Oc1cc2onc(-c3ccccc3F)c2cc1Cl)C(=O)[O-], CCO, Cl, O. Yields the product O=C(O)COc1cc2onc(-c3ccccc3F)c2cc1Cl. As a reaction SMILES: [CH2:1]([CH3:2])[CH:3]([C:4](=[O:5])[O-:6])[O:7][c:8]1[cH:9][c:10]2[c:11]([c:12](-[c:15]3[c:16]([F:21])[cH:17][cH:18][cH:19][cH:20]3)[n:13][o:14]2)[cH:22][c:23]1[Cl:24].[CH3:25][CH2:26][OH:27].[ClH:28].[OH2:29]>>[CH2:3]([C:4](=[O:5])[OH:6])[O:7][c:8]1[cH:9][c:10]2[c:11]([c:12](-[c:15]3[c:16]([F:21])[cH:17][cH:18][cH:19][cH:20]3)[n:13][o:14]2)[cH:22][c:23]1[Cl:24]. The reactants are COC(=O)CC(=O)Cl, ClCCl, Cl, Nc1ccc(OCc2cccc(F)c2)cc1, O, c1ccncc1. Product: COC(=O)CC(=O)Nc1ccc(OCc2cccc(F)c2)cc1. Reaction SMILES: [CH3:1][O:2][C:3]([CH2:4][C:5](=[O:6])[Cl:7])=[O:8].[Cl:26][CH2:27][Cl:28].[ClH:25].[F:9][c:10]1[cH:11][c:12]([CH2:13][O:14][c:15]2[cH:16][cH:17][c:18]([NH2:21])[cH:19][cH:20]2)[cH:22][cH:23][cH:24]1.[OH2:35].[cH:29]1[cH:30][cH:31][n:32][cH:33][cH:34]1>>[CH3:1][O:2][C:3]([CH2:4][C:5](=[O:6])[NH:21][c:18]1[cH:17][cH:16][c:15]([O:14][CH2:13][c:12]2[cH:11][c:10]([F:9])[cH:24][cH:23][cH:22]2)[cH:20][cH:19]1)=[O:8].